Dataset: the Open Reaction Database (ORD), a public repository of structured organic reaction records. Task: describe an organic reaction: reactants, conditions, products, and yield Reactants: [Al+3], C1CCOC1, O=C(O)c1cccc2[nH]c(-c3ccc(C(F)(F)F)cc3)nc12, [H-], [H-], [H-], [H-], [Li+], [Na+], [OH-], O. Product: OCc1cccc2[nH]c(-c3ccc(C(F)(F)F)cc3)nc12. As a reaction SMILES: [Al+3:2].[CH2:32]1[O:33][CH2:34][CH2:35][CH2:36]1.[F:7][C:8]([c:9]1[cH:10][cH:11][c:12](-[c:15]2[n:16][c:17]3[c:18]([nH:19]2)[cH:20][cH:21][cH:22][c:23]3[C:24](=[O:25])[OH:26])[cH:13][cH:14]1)([F:27])[F:28].[H-:1].[H-:4].[H-:5].[H-:6].[Li+:3].[Na+:31].[OH-:30].[OH2:29]>>[F:7][C:8]([c:9]1[cH:10][cH:11][c:12](-[c:15]2[n:16][c:17]3[c:18]([nH:19]2)[cH:20][cH:21][cH:22][c:23]3[CH2:24][OH:25])[cH:13][cH:14]1)([F:27])[F:28]. Starting materials: ice, N(=[N+]=[N-])C[C@H](O[Si](C)(C)C(C)(C)C)C1=C2C=CC(NC2=C(C=C1)OCC1=CC=CC=C1)=O ((R)-5-(2-azido-1-(tert-butyldimethylsilyloxy)ethyl)-8-(benzyloxy)quinolin-2(1H)-one), CC1=CCC=CC1 (1-methyl-1,4-cyclohexadiene). Reagents/catalysts: [Pd] (palladium on activated carbon). Run in C(C)O (ethanol). Conditions: time 10 minute. The product is NC[C@H](O[Si](C)(C)C(C)(C)C)C1=C2C=CC(NC2=C(C=C1)O)=O ((R)-5-(2-Amino-1-(tert-butyldimethylsilyloxy)ethyl)-8-hydroxyquinolin-2(1H)-one). Yield: 90.6%. As a reaction SMILES: [N:1]([CH2:4][C@@H:5]([C:14]1[CH:23]=[CH:22][C:21]([O:24]CC2C=CC=CC=2)=[C:20]2[C:15]=1[CH:16]=[CH:17][C:18](=[O:32])[NH:19]2)[O:6][Si:7]([C:10]([CH3:13])([CH3:12])[CH3:11])([CH3:9])[CH3:8])=[N+]=[N-].CC1CC=CCC=1>[Pd].C(O)C>[NH2:1][CH2:4][C@@H:5]([C:14]1[CH:23]=[CH:22][C:21]([OH:24])=[C:20]2[C:15]=1[CH:16]=[CH:17][C:18](=[O:32])[NH:19]2)[O:6][Si:7]([C:10]([CH3:13])([CH3:12])[CH3:11])([CH3:9])[CH3:8]. Procedure details: To an ice-cooled suspension of palladium on activated carbon (4.50 g, 10% w/w) and (R)-5-(2-azido-1-(tert-butyldimethylsilyloxy)ethyl)-8-(benzyloxy)quinolin-2(1H)-one (4.50 g, 10.0 mmol) in ethanol (50 mL) was added drop-wise 1-methyl-1,4-cyclohexadiene (11.0 mL, 97.9 mmol). The coolant was removed, and the suspension stirred at ambient temperature for 10 minutes and then heated to 50° C. for one hour. The reaction mixture was allowed to cool and the suspension filtered through celite. The filte... The reactants are O=C([O-])[O-], COC(=O)c1ccc(C)c(-n2ccnc(NC(C)(C)c3ccccc3O)c2=O)c1, CC#N, CN(CCCl)C(=O)OCc1ccccc1, [K+], [K+]. The product is COC(=O)c1ccc(C)c(-n2ccnc(NC(C)(C)c3ccccc3OCCN(C)C(=O)OCc3ccccc3)c2=O)c1. RXN SMILES: [C:30](=[O:31])([O-:32])[O-:33].[CH3:1][O:2][C:3]([c:4]1[cH:5][c:6](-[n:11]2[c:12](=[O:28])[c:13]([NH:17][C:18]([CH3:19])([CH3:20])[c:21]3[c:22]([OH:27])[cH:23][cH:24][cH:25][cH:26]3)[n:14][cH:15][cH:16]2)[c:7]([CH3:10])[cH:8][cH:9]1)=[O:29].[CH3:51][C:52]#[N:53].[Cl:36][CH2:37][CH2:38][N:39]([C:40]([O:41][CH2:42][c:43]1[cH:44][cH:45][cH:46][cH:47][cH:48]1)=[O:49])[CH3:50].[K+:34].[K+:35]>>[CH3:1][O:2][C:3]([c:4]1[cH:5][c:6](-[n:11]2[c:12](=[O:28])[c:13]([NH:17][C:18]([CH3:19])([CH3:20])[c:21]3[c:22]([O:27][CH2:37][CH2:38][N:39]([C:40]([O:41][CH2:42][c:43]4[cH:44][cH:45][cH:46][cH:47][cH:48]4)=[O:49])[CH3:50])[cH:23][cH:24][cH:25][cH:26]3)[n:14][cH:15][cH:16]2)[c:7]([CH3:10])[cH:8][cH:9]1)=[O:29]. Reactants: COC=1C=C(C=CC1)C1C(C(C2=CC=CC=C12)C1=CC2=C(C=C1)OCO2)C(=O)OCC (Ethyl (1RS,2RS,3SR)-1-(3-Methoxyphenyl)-3-(3,4-methylenedioxyphenyl)indane-2-carboxylate), COC=1C=C(C=CC1)C1C(=C(C2=CC=CC=C12)C1=CC2=C(C=C1)OCO2)C(=O)OCC (ethyl (RS)-1-(3-methoxyphenyl)-3-(3,4-methylenedioxyphenyl)indene-2-carboxylate). The reagents and catalysts are [Pd] (palladium on activated carbon). Run in CCO (EtOH). Reaction conditions: time 8 hour. Product: COC=1C=C(C=CC1)C1C(C(C2=CC=CC=C12)C1=CC2=C(C=C1)OCO2)C(=O)O ((1RS,2SR,3SR)-1-(3-Methoxyphenyl)-3-(3,4-methylenedioxyphenyl)indane-2-carboxylic acid). The yield is 94.0%. RXN SMILES: [CH3:1][O:2][C:3]1[CH:4]=[C:5]([CH:9]2[C:17]3[C:12](=[CH:13][CH:14]=[CH:15][CH:16]=3)[CH:11]([C:18]3[CH:23]=[CH:22][C:21]4[O:24][CH2:25][O:26][C:20]=4[CH:19]=3)[CH:10]2[C:27]([O:29]CC)=[O:28])[CH:6]=[CH:7][CH:8]=1.COC1C=C(C2C3C(=CC=CC=3)C(C3C=CC4OCOC=4C=3)=C2C(OCC)=O)C=CC=1>CCO.[Pd]>[CH3:1][O:2][C:3]1[CH:4]=[C:5]([CH:9]2[C:17]3[C:12](=[CH:13][CH:14]=[CH:15][CH:16]=3)[CH:11]([C:18]3[CH:23]=[CH:22][C:21]4[O:24][CH2:25][O:26][C:20]=4[CH:19]=3)[CH:10]2[C:27]([OH:29])=[O:28])[CH:6]=[CH:7][CH:8]=1. Reported procedure: Ethyl (1RS,2RS,3SR)-1-(3-Methoxyphenyl)-3-(3,4-methylenedioxyphenyl)indane-2-carboxylate, To a solution of ethyl (RS)-1-(3-methoxyphenyl)-3-(3,4-methylenedioxyphenyl)indene-2-carboxylate (45 mg, 0.11 mmol) in EtOH (3 ml) was added 10% palladium on activated carbon (45 mg). The resulting suspension was shaken on a Parr hydrogenator at 50 psi H2 overnight, then was filtered through a pad of Celite. The filtrate was concentrated under reduced pressure to afford the title compound (43 mg, 94%), whic...